This data is from the Open Reaction Database (ORD), a public repository of structured organic reaction records. The task is: describe an organic reaction: reactants, conditions, products, and yield Starting materials: [Cl-].[Al+3].[Cl-].[Cl-] (aluminum chloride), S(SCl)Cl (disulphur dichloride), S(=O)(=O)(Cl)Cl (sulphuryl chloride), ClC1=CC=C(C=C1)C(Cl)(Cl)Cl (p-chlorobenzotrichloride), S(=O)(=O)(Cl)Cl (sulphuryl chloride), ClC=1C=C(C=CC1Cl)C(Cl)(Cl)Cl (3,4-dichlorobenzotrichloride), ClC1=CC=C(C=C1)C(Cl)(Cl)Cl (p-chlorobenzotrichloride). The product is ClC1=C(C=C(C(=C1)Cl)Cl)C(Cl)(Cl)Cl (2,4,5-trichlorobenzotrichloride). The yield is 47.0%. Reaction SMILES: [Cl-].[Al+3].[Cl-].[Cl-].S(Cl)SCl.S(Cl)(Cl)(=O)=O.[Cl:14]C1C=CC(C(Cl)(Cl)Cl)=CC=1.[Cl:25][C:26]1[CH:27]=[C:28]([C:33]([Cl:36])([Cl:35])[Cl:34])[CH:29]=[CH:30][C:31]=1[Cl:32]>>[Cl:14][C:29]1[CH:30]=[C:31]([Cl:32])[C:26]([Cl:25])=[CH:27][C:28]=1[C:33]([Cl:36])([Cl:34])[Cl:35] |f:0.1.2.3|. Procedure: A solution of 4.6 g (34 mmol) of aluminum chloride and 4.6 g (34 mmol) of disulphur dichloride in 344 g (2.55 mol) of sulphuryl chloride was added dropwise to a mixture of 57.5 g (250 mmol) of p-chlorobenzotrichloride and 115 g (850 mmol) of sulphuryl chloride at 40° C. The reaction mixture was further processed in the manner described in Example 5, that is to say that, after the working up, unreacted p-chlorobenzotrichloride and 3,4-dichlorobenzotrichloride were separated off by distillation an... The reactants are C(C1=CC=CC=C1)OC1=CC(NC=C1)=O (4-(benzyloxy)pyridin-2(1H)-one), BrC=1C=CC(=C(NC)C1)[N+](=O)[O-] (5-bromo-N-methyl-2-nitroaniline), CNCCNC (N,N′-dimethylethylenediamine), C([O-])([O-])=O.[K+].[K+] (potassium carbonate). Reagents/catalysts: [Cu](I)I (copper iodide). Solvent: CS(=O)C (DMSO). Run at temperature 150 celsius, time 1 hour. Yields the product C(C1=CC=CC=C1)OC1=CC(N(C=C1)C1=CC(=C(C=C1)[N+](=O)[O-])NC)=O (4-(Benzyloxy)-1-(3-(methylamino)-4-nitrophenyl)pyridin-2(1H)-one). The yield is 58.4%. RXN SMILES: [CH2:1]([O:8][C:9]1[CH:14]=[CH:13][NH:12][C:11](=[O:15])[CH:10]=1)[C:2]1[CH:7]=[CH:6][CH:5]=[CH:4][CH:3]=1.Br[C:17]1[CH:18]=[CH:19][C:20]([N+:25]([O-:27])=[O:26])=[C:21]([CH:24]=1)[NH:22][CH3:23].CNCCNC.C(=O)([O-])[O-].[K+].[K+]>CS(C)=O.[Cu](I)I>[CH2:1]([O:8][C:9]1[CH:14]=[CH:13][N:12]([C:17]2[CH:18]=[CH:19][C:20]([N+:25]([O-:27])=[O:26])=[C:21]([NH:22][CH3:23])[CH:24]=2)[C:11](=[O:15])[CH:10]=1)[C:2]1[CH:3]=[CH:4][CH:5]=[CH:6][CH:7]=1 |f:3.4.5|. Procedure details: The mixture of 4-(benzyloxy)pyridin-2(1H)-one (5.0 g), 5-bromo-N-methyl-2-nitroaniline (5.74 g), copper iodide (4.73 g), N,N′-dimethylethylenediamine (2.8 ml) and potassium carbonate (10.30 g) in DMSO (250 ml) was stirred at 150° C. under N2 for 1 h. After cooling to room temperature, 28% NH3solution was added to the resulting mixture. The resulting suspension was filtered. The precipitate was washed with water and IPA and dried to give the title compound (5.1 g) as a yellow solid.